This data is from the Open Reaction Database (ORD), a public repository of structured organic reaction records. The task is: describe an organic reaction: reactants, conditions, products, and yield The reactants are N-Oxide, O.CCOC(=O)C (water EtOAc), CC1=NC=C(C=C1)C (2,5-dimethyl-pyridine), NC(=O)N.OO (urea hydrogen peroxide). Reaction conditions: temperature 85 celsius, time 18 hour. Yields the product [N+]1(=CC=CC=2CCCC12)[O-] (6,7-dihydro-5H-[1]pyrindine 1-oxide). As a reaction SMILES: C[C:2]1[CH:7]=[CH:6][C:5]([CH3:8])=[CH:4][N:3]=1.NC(N)=O.[OH:13]O.O.[CH3:16][CH2:17]OC(C)=O>>[N+:3]1([O-:13])[C:4]2[CH2:17][CH2:16][CH2:8][C:5]=2[CH:6]=[CH:7][CH:2]=1 |f:1.2,3.4|. Reported procedure: N-Oxide Formation. 5 g of 2,5-dimethyl-pyridine and 8.8 g urea-hydrogen peroxide adduct were heated together to 85° C. The mixture melted and was stirred for 18 h at 85° C. It was then cooled to rt and taken up in water-EtOAc and layers separated. The product containing aqueous layer was treated with solid NaCl and concentrated under reduced pressure and back-extracted several times with EtOAc. The back-extracted organic solution was concentrated and the product crystallized. Three crops were co... Starting materials: CN(/C=C/C(=O)C1=NN(C=CC1=O)C1=CC(=CC=C1)S(=O)(=O)C)C (3-((E)-3-dimethylamino-acryloyl)-1-(3-methansulfonyl-phenyl)-1H-pyridazin-4-one), C(C)OC(C1=CC(=NC=C1)NN)=O (2-hydrazino-isonicotinic acid ethyl ester). Product: C(C)OC(C1=CC(=NC=C1)N1N=CC=C1C1=NN(C=CC1=O)C1=CC(=CC=C1)S(=O)(=O)C)=O (2-{5-[1-(3-Methanesulfonyl-phenyl)-4-oxo-1,4-dihydro-pyridazin-3-yl]-pyrazol-1-yl}-isonicotinic acid ethyl ester). As a reaction SMILES: C[N:2](C)/[CH:3]=[CH:4]/[C:5]([C:7]1[C:12](=[O:13])[CH:11]=[CH:10][N:9]([C:14]2[CH:19]=[CH:18][CH:17]=[C:16]([S:20]([CH3:23])(=[O:22])=[O:21])[CH:15]=2)[N:8]=1)=O.[CH2:25]([O:27][C:28](=[O:37])[C:29]1[CH:34]=[CH:33][N:32]=[C:31]([NH:35]N)[CH:30]=1)[CH3:26]>>[CH2:25]([O:27][C:28](=[O:37])[C:29]1[CH:34]=[CH:33][N:32]=[C:31]([N:35]2[C:5]([C:7]3[C:12](=[O:13])[CH:11]=[CH:10][N:9]([C:14]4[CH:19]=[CH:18][CH:17]=[C:16]([S:20]([CH3:23])(=[O:22])=[O:21])[CH:15]=4)[N:8]=3)=[CH:4][CH:3]=[N:2]2)[CH:30]=1)[CH3:26]. Reported procedure: Reaction of 3-((E)-3-dimethylamino-acryloyl)-1-(3-methansulfonyl-phenyl)-1H-pyridazin-4-one (A-7) and 2-hydrazino-isonicotinic acid ethyl ester according to example 43 gave the desired product. MS: M=466.0 (M+H)+